This data is from the Open Reaction Database (ORD), a public repository of structured organic reaction records. The task is: describe an organic reaction: reactants, conditions, products, and yield Reactants: S(=O)(=O)([O-])C1=CC=C(C)C=C1 (tosylate), C1(=CC=CC=C1)C (toluene), N1CCCCC1 (piperidine), CCOCC (Ether). The product is C1C=C(C2=CC=CC=C12)CCN1CCCCC1 (1-[2-(3-Indenyl)ethyl]piperidine). Isolated yield 99.0%. RXN SMILES: S([C:5]1[CH:11]=[CH:10][C:8]([CH3:9])=[CH:7][CH:6]=1)([O-])(=O)=O.[NH:12]1[CH2:17][CH2:16][CH2:15][CH2:14][CH2:13]1.CCOCC.[C:23]1(C)[CH:28]=CC=[CH:25][CH:24]=1>>[CH2:9]1[C:8]2[C:7](=[CH:6][CH:5]=[CH:11][CH:10]=2)[C:23]([CH2:24][CH2:25][N:12]2[CH2:17][CH2:16][CH2:15][CH2:14][CH2:13]2)=[CH:28]1. Procedure details: The crude tosylate prepared as described in part B above (41.5 g, 0.13 M) and piperidine (28 g, 0.33 M) in 200 ml toluene are heated under reflux overnight. Ether is added to the warm reaction mixture until crystals begin forming. After cooling, the solid is removed by filtration and washed several times with ether. The filtrate and washes are combined and the solvents removed in vacuo. The oily residue is dissolved in ether, a small amount of insoluble material is removed by filtration, and the... The reactants are COC(C)=O, CC(=O)O, CN(C)C=O, COC(=O)c1cc(OC)c2c(c1)OCO2, [H-], [Na+], O. The product is COC(=O)CC(=O)c1cc(OC)c2c(c1)OCO2. Reaction SMILES: [C:18]([CH3:19])(=[O:20])[O:21][CH3:22].[CH3:23][C:24](=[O:25])[OH:26].[CH3:27][N:28]([CH3:29])[CH:30]=[O:31].[CH3:3][O:4][c:5]1[cH:6][c:7]([C:8]([O:10][CH3:9])=[O:11])[cH:12][c:13]2[c:14]1[O:15][CH2:16][O:17]2.[H-:2].[Na+:1].[OH2:32]>>[CH3:3][O:4][c:5]1[cH:6][c:7]([C:8](=[O:10])[CH2:19][C:18](=[O:20])[O:21][CH3:22])[cH:12][c:13]2[c:14]1[O:15][CH2:16][O:17]2.